Dataset: the Open Reaction Database (ORD), a public repository of structured organic reaction records. Task: describe an organic reaction: reactants, conditions, products, and yield Reactants: FC1=CC=C(C=C1)S (4-fluorothiophenol), IC1=C(C(=O)O)C=CC=C1 (iodobenzoic acid), C([O-])([O-])=O.[K+].[K+] (potassium carbonate), C([O-])([O-])=O.[K+].[K+] (potassium carbonate), C([O-])([O-])=O.[K+].[K+] (potassium carbonate). Reagents/catalysts: [Cu] (copper). The solvent is [N+](=O)([O-])C1=CC=CC=C1 (nitrobenzene). Reaction conditions: temperature 160 celsius, time 40 minute. Product: FC1=CC=C(C=C1)SC1=C(C(=O)O)C=CC=C1 (2-(4-fluorophenylthio)benzoic acid). Reaction SMILES: I[C:2]1[CH:10]=[CH:9][CH:8]=[CH:7][C:3]=1[C:4]([OH:6])=[O:5].C(=O)([O-])[O-].[K+].[K+].[F:17][C:18]1[CH:23]=[CH:22][C:21]([SH:24])=[CH:20][CH:19]=1>[N+](C1C=CC=CC=1)([O-])=O.[Cu]>[F:17][C:18]1[CH:23]=[CH:22][C:21]([S:24][C:2]2[CH:10]=[CH:9][CH:8]=[CH:7][C:3]=2[C:4]([OH:6])=[O:5])=[CH:20][CH:19]=1 |f:1.2.3|. Procedure: A mixture of 147 g of iodobenzoic acid and 45.5 g of potassium carbonate in 57 ml of nitrobenzene is maintained with stirring at 160° C. for 40 minutes. Thereafter, 46.5 of additional potassium carbonate are added, followed by the addition of 73.1 g of 4-fluorothiophenol, another 46.5 g of potassium carbonate and 0.35 g of copper powder. The reaction mixture is stirred in a 160° C. bath for 45 minutes. The resulting solid is collected and then cooled to 0° C. before being mixed with 100 ml of wa...